From a dataset of the Open Reaction Database (ORD), a public repository of structured organic reaction records. describe an organic reaction: reactants, conditions, products, and yield The reactants are B, O=C(O)c1ccc(Br)cc1[N+](=O)[O-], [Na+], C1CCOC1, C1CCOC1, O=C([O-])O. The product is O=[N+]([O-])c1cc(Br)ccc1CO. Reaction SMILES: [BH3:6].[Br:7][c:8]1[cH:9][c:10]([N+:17](=[O:18])[O-:19])[c:11]([C:12](=[O:13])[OH:14])[cH:15][cH:16]1.[Na+:20].[O:1]1[CH2:2][CH2:3][CH2:4][CH2:5]1.[O:25]1[CH2:26][CH2:27][CH2:28][CH2:29]1.[OH:21][C:22](=[O:23])[O-:24]>>[Br:7][c:8]1[cH:9][c:10]([N+:17](=[O:18])[O-:19])[c:11]([CH2:12][OH:13])[cH:15][cH:16]1. The reactants are COCCOCC(=O)O ((2-methoxyethoxy)acetic acid), NC1=CC=C(N=N1)N1CCN(CC1)C(=O)C1=C(C=CC=C1)C(F)(F)F ([4-(6-aminopyridazin-3-yl)piperazin-1-yl](2-trifluoromethylphenyl)methanone). Product: COCCOCC(=O)NC=1N=NC(=CC1)N1CCN(CC1)C(C1=C(C=CC=C1)C(F)(F)F)=O (2-(2-METHOXYETHOXY)-N-{6-[4-(2-TRIFLUOROMETHYLBENZOYL)PIPERAZIN-1-YL]-PYRIDAZIN-3-YL}ACETAMIDE), powder. Isolated yield 72.0%. As a reaction SMILES: [CH3:1][O:2][CH2:3][CH2:4][O:5][CH2:6][C:7]([OH:9])=O.[NH2:10][C:11]1[N:16]=[N:15][C:14]([N:17]2[CH2:22][CH2:21][N:20]([C:23]([C:25]3[CH:30]=[CH:29][CH:28]=[CH:27][C:26]=3[C:31]([F:34])([F:33])[F:32])=[O:24])[CH2:19][CH2:18]2)=[CH:13][CH:12]=1>>[CH3:1][O:2][CH2:3][CH2:4][O:5][CH2:6][C:7]([NH:10][C:11]1[N:16]=[N:15][C:14]([N:17]2[CH2:18][CH2:19][N:20]([C:23](=[O:24])[C:25]3[CH:30]=[CH:29][CH:28]=[CH:27][C:26]=3[C:31]([F:34])([F:33])[F:32])[CH2:21][CH2:22]2)=[CH:13][CH:12]=1)=[O:9]. Procedure details: Following the procedure of Example 2, making variations only as required to use (2-methoxyethoxy)acetic acid in place of benzyloxyacetic acid to react with [4-(6-aminopyridazin-3-yl)piperazin-1-yl](2-trifluoromethylphenyl)methanone, the title compound was obtained as a white powder (72% yield). 1H NMR (300 MHz, CDCl3) δ 9.53, 8.34, 7.74, 7.63, 7.56, 7.34, 7.02, 4.16, 4.04-3.89, 3.80-3.77, 3.69-3.65, 3.63-3.61, 3.59-3.56, 3.46, 3.34-3.32. MS (ES+) m/z 468.3 (M+1). The reactants are CO, Cc1ccc(C(=O)NC2CC2)cc1-n1cnc2ccc(OC3CCN(C(=O)OC(C)(C)C)CC3)cc2c1=O, Cl, C1COCCO1. The product is Cc1ccc(C(=O)NC2CC2)cc1-n1cnc2ccc(OC3CCNCC3)cc2c1=O. As a reaction SMILES: [CH3:39][OH:40].[CH:1]1([NH:4][C:5](=[O:6])[c:7]2[cH:8][cH:9][c:10]([CH3:38])[c:11](-[n:13]3[cH:14][n:15][c:16]4[cH:17][cH:18][c:19]([O:24][CH:25]5[CH2:26][CH2:27][N:28]([C:31]([O:32][C:33]([CH3:34])([CH3:35])[CH3:36])=[O:37])[CH2:29][CH2:30]5)[cH:20][c:21]4[c:22]3=[O:23])[cH:12]2)[CH2:2][CH2:3]1.[ClH:41].[O:42]1[CH2:43][CH2:44][O:45][CH2:46][CH2:47]1>>[CH:1]1([NH:4][C:5](=[O:6])[c:7]2[cH:8][cH:9][c:10]([CH3:38])[c:11](-[n:13]3[cH:14][n:15][c:16]4[cH:17][cH:18][c:19]([O:24][CH:25]5[CH2:26][CH2:27][NH:28][CH2:29][CH2:30]5)[cH:20][c:21]4[c:22]3=[O:23])[cH:12]2)[CH2:2][CH2:3]1. The reactants are CC(C)(C)OC(=O)C(CCC(N)=O)N1Cc2c(OCc3cccc(Br)c3)cccc2C1=O, ClCCl, O=C(O)C(F)(F)F. The product is NC(=O)CCC(C(=O)O)N1Cc2c(OCc3cccc(Br)c3)cccc2C1=O. As a reaction SMILES: [C:1]([CH3:2])([CH3:3])([CH3:4])[O:5][C:6]([CH:7]([CH2:8][CH2:9][C:10]([NH2:11])=[O:12])[N:13]1[C:14](=[O:31])[c:15]2[cH:16][cH:17][cH:18][c:19]([O:22][CH2:23][c:24]3[cH:25][c:26]([Br:30])[cH:27][cH:28][cH:29]3)[c:20]2[CH2:21]1)=[O:32].[Cl:40][CH2:41][Cl:42].[F:33][C:34]([F:35])([F:36])[C:37]([OH:38])=[O:39]>>[O:5]=[C:6]([CH:7]([CH2:8][CH2:9][C:10]([NH2:11])=[O:12])[N:13]1[C:14](=[O:31])[c:15]2[cH:16][cH:17][cH:18][c:19]([O:22][CH2:23][c:24]3[cH:25][c:26]([Br:30])[cH:27][cH:28][cH:29]3)[c:20]2[CH2:21]1)[OH:32]. The reactants are CC(C)(C)c1cnnn1-c1nc2c(s1)CCOc1cc(Br)ccc1-2, CO. Product: CC(C)(C)c1cnnn1-c1nc2c(s1)CCOc1ccccc1-2. As a reaction SMILES: [Br:1][c:2]1[cH:3][c:4]2[c:5]([cH:23][cH:24]1)-[c:6]1[n:7][c:8](-[n:14]3[n:15][n:16][cH:17][c:18]3[C:19]([CH3:20])([CH3:21])[CH3:22])[s:9][c:10]1[CH2:11][CH2:12][O:13]2.[CH3:25][OH:26]>>[cH:2]1[cH:3][c:4]2[c:5]([cH:23][cH:24]1)-[c:6]1[n:7][c:8](-[n:14]3[n:15][n:16][cH:17][c:18]3[C:19]([CH3:20])([CH3:21])[CH3:22])[s:9][c:10]1[CH2:11][CH2:12][O:13]2. The product is ICCCN1C(C=2C(C1=O)=CC=CC2)=O (N-(3-iodopropyl)phthalimide). The reactants are BrCCCN1C(C=2C(C1=O)=CC=CC2)=O (N-(3-bromopropyl)phthalimide), [I-].[K+] (potassium iodide). As a reaction SMILES: Br[CH2:2][CH2:3][CH2:4][N:5]1[C:9](=[O:10])[C:8]2=[CH:11][CH:12]=[CH:13][CH:14]=[C:7]2[C:6]1=[O:15].[I-:16].[K+]>CC(C)=O>[I:16][CH2:2][CH2:3][CH2:4][N:5]1[C:9](=[O:10])[C:8]2=[CH:11][CH:12]=[CH:13][CH:14]=[C:7]2[C:6]1=[O:15] |f:1.2|. The yield is 78.9%. Run in CC(=O)C (acetone). Procedure: A solution of 50.0 g (0.187 mol) of N-(3-bromopropyl)phthalimide in 1.2 L of acetone was treated with 208.5 g of potassium iodide and stirred at room temperature for 4 days. The reaction was filtered and the filtrate was diluted with 4 L of ether. This was then filtered through CELITE. The filtrate was concentrated under reduced pressure to a yellow solid. This was recrystallized from hexane to yield 46.5 g (79%) of off-white solid. Reaction conditions: time 4 day.